This data is from the Open Reaction Database (ORD), a public repository of structured organic reaction records. The task is: describe an organic reaction: reactants, conditions, products, and yield The product is CC1(C)SCC(CO)S1. RXN SMILES: [CH2:12]1[CH2:13][CH2:14][CH2:15][CH2:16][CH2:17]1.[CH3:7][C:8]([CH3:9])=[O:10].[ClH:11].[SH:1][CH:2]([CH2:3][OH:4])[CH2:5][SH:6]>>[S:1]1[CH:2]([CH2:3][OH:4])[CH2:5][S:6][C:8]1([CH3:7])[CH3:9]. Reactants: C1CCCCC1, CC(C)=O, Cl, OCC(S)CS.